Dataset: the Open Reaction Database (ORD), a public repository of structured organic reaction records. Task: describe an organic reaction: reactants, conditions, products, and yield Reactants: CCO, O=C[O-], [NH4+], O, COC(=O)CC(c1ccc(-c2ccccc2)cc1)n1cnc2cc([N+](=O)[O-])ccc21. Product: COC(=O)CC(c1ccc(-c2ccccc2)cc1)n1cnc2cc(N)ccc21. RXN SMILES: [CH3:36][CH2:37][OH:38].[CH:31]([O-:32])=[O:33].[NH4+:34].[OH2:35].[c:1]1(-[c:25]2[cH:26][cH:27][cH:28][cH:29][cH:30]2)[cH:2][cH:3][c:4]([CH:7]([CH2:8][C:9](=[O:10])[O:11][CH3:12])[n:13]2[cH:14][n:15][c:16]3[c:17]2[cH:18][cH:19][c:20]([N+:22]([O-:23])=[O:24])[cH:21]3)[cH:5][cH:6]1>>[c:1]1(-[c:25]2[cH:26][cH:27][cH:28][cH:29][cH:30]2)[cH:2][cH:3][c:4]([CH:7]([CH2:8][C:9](=[O:10])[O:11][CH3:12])[n:13]2[cH:14][n:15][c:16]3[c:17]2[cH:18][cH:19][c:20]([NH2:22])[cH:21]3)[cH:5][cH:6]1.